From a dataset of the Open Reaction Database (ORD), a public repository of structured organic reaction records. describe an organic reaction: reactants, conditions, products, and yield Starting materials: C=C(CC(=O)OC)C(=O)OC, CO, NC1CCCCCC1. Product: COC(=O)C1CC(=O)N(C2CCCCCC2)C1. Reaction SMILES: [C:1]([C:2](=[CH2:3])[CH2:4][C:5](=[O:6])[O:7][CH3:8])(=[O:9])[O:10][CH3:11].[CH3:20][OH:21].[CH:12]1([NH2:19])[CH2:13][CH2:14][CH2:15][CH2:16][CH2:17][CH2:18]1>>[C:1]([CH:2]1[CH2:3][N:19]([CH:12]2[CH2:13][CH2:14][CH2:15][CH2:16][CH2:17][CH2:18]2)[C:5](=[O:6])[CH2:4]1)(=[O:9])[O:10][CH3:11]. Starting materials: COC(=O)C1=C(C2=C(N=C(N=C2)Cl)N1C1CCCC1)C (2-chloro-7-cyclopentyl-5-methyl-7H-pyrrolo[2,3-d]pyrimidine-6-carboxylic acid methyl ester), C(C)(C)(C)OC(=O)N1CCN(CC1)C=1C=NC(=CC1)N (4-(6-Amino-pyridin-3-yl)-piperazine-1-carboxylic acid tert-butyl ester), CC1(C2=C(C(=CC=C2)P(C3=CC=CC=C3)C4=CC=CC=C4)OC5=C(C=CC=C51)P(C6=CC=CC=C6)C7=CC=CC=C7)C (Xantphos), C([O-])([O-])=O.[Cs+].[Cs+] (cesium carbonate). Reagents/catalysts: C=1C=CC(=CC1)/C=C/C(=O)/C=C/C2=CC=CC=C2.C=1C=CC(=CC1)/C=C/C(=O)/C=C/C2=CC=CC=C2.C=1C=CC(=CC1)/C=C/C(=O)/C=C/C2=CC=CC=C2.[Pd].[Pd] (Pd2(dba)3). The solvent is O1CCOCC1 (dioxane). Run at temperature 100 celsius. The product is COC(=O)C1=C(C2=C(N=C(N=C2)NC2=NC=C(C=C2)N2CCN(CC2)C(=O)OC(C)(C)C)N1C1CCCC1)C (2-[5-(4-tert-Butoxycarbonyl-piperazin-1-yl)-pyridin-2-ylamino]-7-cyclopentyl-5-methyl-7H-pyrrolo[2,3-d]pyrimidine-6-carboxylic acid methyl ester). The yield is 17.5%. Reaction SMILES: [CH3:1][O:2][C:3]([C:5]1[N:14]([CH:15]2[CH2:19][CH2:18][CH2:17][CH2:16]2)[C:8]2[N:9]=[C:10](Cl)[N:11]=[CH:12][C:7]=2[C:6]=1[CH3:20])=[O:4].[C:21]([O:25][C:26]([N:28]1[CH2:33][CH2:32][N:31]([C:34]2[CH:35]=[N:36][C:37]([NH2:40])=[CH:38][CH:39]=2)[CH2:30][CH2:29]1)=[O:27])([CH3:24])([CH3:23])[CH3:22].CC1(C)C2C(=C(P(C3C=CC=CC=3)C3C=CC=CC=3)C=CC=2)OC2C(P(C3C=CC=CC=3)C3C=CC=CC=3)=CC=CC1=2.C(=O)([O-])[O-].[Cs+].[Cs+]>O1CCOCC1.C1C=CC(/C=C/C(/C=C/C2C=CC=CC=2)=O)=CC=1.C1C=CC(/C=C/C(/C=C/C2C=CC=CC=2)=O)=CC=1.C1C=CC(/C=C/C(/C=C/C2C=CC=CC=2)=O)=CC=1.[Pd].[Pd]>[CH3:1][O:2][C:3]([C:5]1[N:14]([CH:15]2[CH2:19][CH2:18][CH2:17][CH2:16]2)[C:8]2[N:9]=[C:10]([NH:40][C:37]3[CH:38]=[CH:39][C:34]([N:31]4[CH2:32][CH2:33][N:28]([C:26]([O:25][C:21]([CH3:24])([CH3:23])[CH3:22])=[O:27])[CH2:29][CH2:30]4)=[CH:35][N:36]=3)[N:11]=[CH:12][C:7]=2[C:6]=1[CH3:20])=[O:4] |f:3.4.5,7.8.9.10.11|. Procedure: A mixture of 2-chloro-7-cyclopentyl-5-methyl-7H-pyrrolo[2,3-d]pyrimidine-6-carboxylic acid methyl ester (110 mg, 0.374 mmol), 4-(6-Amino-pyridin-3-yl)-piperazine-1-carboxylic acid tert-butyl ester (114.66 mg, 0.412 mmol), Pd2(dba)3 (17.144 mg, 0.02 mmol), Xantphos (21.67 mg, 0.037 mmol) and cesium carbonate (183 mg, 0.562 mmol) in dioxane (5 mL) is degassed and back-filled with nitrogen three times. The reaction mixture is heated to 100° C. for 4 h. Water is added and the solution is extracted w...